From a dataset of the Open Reaction Database (ORD), a public repository of structured organic reaction records. describe an organic reaction: reactants, conditions, products, and yield The reactants are olefin, CC(=CC1=CC2=C(OC3=C2C=CC=C3)C(=C1N)C=C(C)C)C (2,4-bis(2-methylprop-1-enyl)dibenzo[b,d]furan-3-amine), alkane. Reagents/catalysts: [Pd] (Pd/C), [Pt] (Pt/C). The solvent is C(C)O (ethanol). The product is C(C(C)C)C1=CC2=C(OC3=C2C=CC=C3)C(=C1N)CC(C)C (2,4-diisobutyldibenzo[b,d]furan-3-amine). The yield is 95.9%. Reaction SMILES: [CH3:1][C:2]([CH3:22])=[CH:3][C:4]1[C:16]([NH2:17])=[C:15]([CH:18]=[C:19]([CH3:21])[CH3:20])[C:7]2[O:8][C:9]3[CH:14]=[CH:13][CH:12]=[CH:11][C:10]=3[C:6]=2[CH:5]=1>C(O)C.[Pd].[Pt]>[CH2:3]([C:4]1[C:16]([NH2:17])=[C:15]([CH2:18][CH:19]([CH3:21])[CH3:20])[C:7]2[O:8][C:9]3[CH:14]=[CH:13][CH:12]=[CH:11][C:10]=3[C:6]=2[CH:5]=1)[CH:2]([CH3:22])[CH3:1]. Procedure: 2,4-bis(2-methylprop-1-enyl)dibenzo[b,d]furan-3-amine (5.45 g, 18.7 mmol) was dissolved in ethanol (150 mL) and to it were added 10% Pd/C (1.5 g) and 5% Pt/C (1.5 g) and hydrogenated at 50 psi of H2 for over night. GC indicated complete conversion of olefin to alkane. The reaction mixture was filtered through a Celite pad and washed with methylene chloride. The filtrate was concentrated to produce 5.3 g (96% yield) of desired product. Reaction SMILES: [CH2:16]([CH:17]=[CH2:18])[Br:19].[CH3:20][C:21](=[O:22])[CH3:23].[K+:10].[K+:11].[NH2:1][c:2]1[c:3]([OH:9])[cH:4][cH:5][c:6]([Cl:8])[cH:7]1.[O-:12][C:13]([O-:14])=[O:15]>>[NH2:1][c:2]1[c:3]([O:9][CH2:18][CH:17]=[CH2:16])[cH:4][cH:5][c:6]([Cl:8])[cH:7]1. The product is C=CCOc1ccc(Cl)cc1N. The reactants are C=CCBr, CC(C)=O, [K+], [K+], Nc1cc(Cl)ccc1O, O=C([O-])[O-]. The reactants are BrC1=C(N=C(N=N1)N)C1=CC=CC=C1 (6-bromo-5-phenyl-1,2,4-triazin-3-amine), FC(C=1C=C(C=CC1)O)(F)F (3-(trifluoromethyl)phenol). The product is C1(=CC=CC=C1)C=1N=C(N=NC1OC1=CC(=CC=C1)C(F)(F)F)N (5-Phenyl-6-[3-(trifluoromethyl)phenoxy]-1,2,4-triazin-3-amine). Isolated yield 4.0%. RXN SMILES: Br[C:2]1[N:7]=[N:6][C:5]([NH2:8])=[N:4][C:3]=1[C:9]1[CH:14]=[CH:13][CH:12]=[CH:11][CH:10]=1.[F:15][C:16]([F:25])([F:24])[C:17]1[CH:18]=[C:19]([OH:23])[CH:20]=[CH:21][CH:22]=1>>[C:9]1([C:3]2[N:4]=[C:5]([NH2:8])[N:6]=[N:7][C:2]=2[O:23][C:19]2[CH:20]=[CH:21][CH:22]=[C:17]([C:16]([F:15])([F:24])[F:25])[CH:18]=2)[CH:14]=[CH:13][CH:12]=[CH:11][CH:10]=1. Procedure details: 5-Phenyl-6-[3-(trifluoromethyl)phenoxy]-1,2,4-triazin-3-amine (21 mg, 4%) was prepared from 6-bromo-5-phenyl-1,2,4-triazin-3-amine (0.40 g, 1.59 mmol) and 3-(trifluoromethyl)phenol (0.52 g, 3.18 mmol) according to the general procedure of Example 3. The reactants are C12(CC3CC(CC(C1)C3)C2)OC2=CC(=C(N)C(=C2)C)CSC (4-(1-adamantyloxy)-2-(methylthiomethyl)-6-methylaniline). The reagents and catalysts are [Ni] (Raney nickel), [Ni] (Raney nickel). Yields the product C12(CC3CC(CC(C1)C3)C2)OC2=CC(=C(N)C(=C2)C)C (4-(1-Adamantyloxy)-2,6-dimethylaniline). The yield is 29.6%. Reaction SMILES: [C:1]12([O:11][C:12]3[CH:18]=[C:17]([CH3:19])[C:15]([NH2:16])=[C:14]([CH2:20]SC)[CH:13]=3)[CH2:10][CH:5]3[CH2:6][CH:7]([CH2:9][CH:3]([CH2:4]3)[CH2:2]1)[CH2:8]2>[Ni]>[C:1]12([O:11][C:12]3[CH:13]=[C:14]([CH3:20])[C:15]([NH2:16])=[C:17]([CH3:19])[CH:18]=3)[CH2:2][CH:3]3[CH2:9][CH:7]([CH2:6][CH:5]([CH2:4]3)[CH2:10]1)[CH2:8]2. Procedure: 9.6 g (33.6 mmoles) of 4-(1-adamantyloxy)-2-(methylthiomethyl)-6-methylaniline is disulfurized as in Example 89 using six rounded teaspoonfuls of Raney nickel sludge (approximately 48 g of Raney nickel). The product is chromatographed by HPLC on a 5.1 cm×109 cm column at 30 psi, eluting with CH2Cl2 followed by 0.5% acetone in CH2Cl2, 5 l., 0.75% acetone in CH2Cl2, 3 l., and 1% acetone in CH2Cl2, 5 l., affording 2.7 g of red solid. Center fractions (0.9 g) give product of m.p. 132.6-139.0.